This data is from the Open Reaction Database (ORD), a public repository of structured organic reaction records. The task is: describe an organic reaction: reactants, conditions, products, and yield The reactants are C1CCOC1, [Li]CCCC, CN(C)S(=O)(=O)n1cc([SiH](C)C)nc1C(C)(C)C, CCCCCC, CN(C)C=O, O. Yields the product CN(C)S(=O)(=O)n1c(C(C)(C)C)nc([SiH](C)C)c1C=O. Reaction SMILES: [CH2:19]1[CH2:21][CH2:20][CH2:22][O:23]1.[CH2:24]([Li:25])[CH2:26][CH2:27][CH3:28].[CH3:1][N:2]([S:3](=[O:4])(=[O:5])[n:6]1[c:7]([C:14]([CH3:15])([CH3:16])[CH3:17])[n:8][c:9]([SiH:11]([CH3:12])[CH3:13])[cH:10]1)[CH3:18].[CH3:29][CH2:30][CH2:31][CH2:32][CH2:33][CH3:34].[CH3:36][N:37]([CH3:38])[CH:39]=[O:40].[OH2:35]>>[CH3:1][N:2]([S:3](=[O:4])(=[O:5])[n:6]1[c:7]([C:14]([CH3:15])([CH3:16])[CH3:17])[n:8][c:9]([SiH:11]([CH3:12])[CH3:13])[c:10]1[CH:22]=[O:23])[CH3:18]. Starting materials: COC([C@@H](NC(=O)C1(CCCC1)NC(=O)OC(C)(C)C)CC1=CC=C(C=C1)O)=O (N-[[1-[[(1,1-dimethylethoxy)carbonyl]amino]-1-cyclopentyl]-carbonyl]-L-tyrosine methyl ester), Cl (HCl). The solvent is ClCCl (dichloromethane), C(C)(=O)OCC (ethyl acetate). Product: Cl.COC([C@@H](NC(=O)C1(CCCC1)N)CC1=CC=C(C=C1)O)=O ([[1-amino(1-cyclopentyl)]carbonyl]-L-tyrosine methyl ester hydrochloride). RXN SMILES: [CH3:1][O:2][C:3](=[O:29])[C@H:4]([CH2:21][C:22]1[CH:27]=[CH:26][C:25]([OH:28])=[CH:24][CH:23]=1)[NH:5][C:6]([C:8]1([NH:13]C(OC(C)(C)C)=O)[CH2:12][CH2:11][CH2:10][CH2:9]1)=[O:7].[ClH:30]>ClCCl.C(OCC)(=O)C>[ClH:30].[CH3:1][O:2][C:3](=[O:29])[C@H:4]([CH2:21][C:22]1[CH:23]=[CH:24][C:25]([OH:28])=[CH:26][CH:27]=1)[NH:5][C:6]([C:8]1([NH2:13])[CH2:12][CH2:11][CH2:10][CH2:9]1)=[O:7] |f:4.5|. Procedure: To a solution of N-[[1-[[(1,1-dimethylethoxy)carbonyl]amino]-1-cyclopentyl]-carbonyl]-L-tyrosine methyl ester (3.50 g, 8.6 mmol) in dichloromethane (60 mL) and ethyl acetate (10 mL) is bubbled dry HCl gas for 15 minutes. The solvent is then removed under reduced pressure to give, as a foam, [[1-amino(1-cyclopentyl)]carbonyl]-L-tyrosine methyl ester hydrochloride.